The task is: describe an organic reaction: reactants, conditions, products, and yield. This data is from the Open Reaction Database (ORD), a public repository of structured organic reaction records. Starting materials: COC(CNC(=O)C1=CC2=C(N(C(=N2)NC=2SC3=C(N2)C=CC(=C3)C(F)(F)F)C)C=C1)=O ({[1-methyl-2-(6-trifluoromethyl-benzothiazol-2-ylamino)-1H-benzoimidazole-5-carbonyl]-amino}-acetic acid methyl ester), [OH-].[Li+] (lithium hydroxide). Yields the product CN1C(=NC2=C1C=CC(=C2)C(=O)NCC(=O)O)NC=2SC1=C(N2)C=CC(=C1)C(F)(F)F ({[1-Methyl-2-(6-trifluoromethyl-benzothiazol-2-ylamino)-1H-benzoimidazole-5-carbonyl]-amino}-acetic acid). The yield is 87.0%. Reaction SMILES: C[O:2][C:3](=[O:32])[CH2:4][NH:5][C:6]([C:8]1[CH:31]=[CH:30][C:11]2[N:12]([CH3:29])[C:13]([NH:15][C:16]3[S:17][C:18]4[CH:24]=[C:23]([C:25]([F:28])([F:27])[F:26])[CH:22]=[CH:21][C:19]=4[N:20]=3)=[N:14][C:10]=2[CH:9]=1)=[O:7].[OH-].[Li+]>>[CH3:29][N:12]1[C:11]2[CH:30]=[CH:31][C:8]([C:6]([NH:5][CH2:4][C:3]([OH:32])=[O:2])=[O:7])=[CH:9][C:10]=2[N:14]=[C:13]1[NH:15][C:16]1[S:17][C:18]2[CH:24]=[C:23]([C:25]([F:28])([F:27])[F:26])[CH:22]=[CH:21][C:19]=2[N:20]=1 |f:1.2|. Procedure: {[1-Methyl-2-(6-trifluoromethyl-benzothiazol-2-ylamino)-1H-benzoimidazole-5-carbonyl]-amino}-acetic acid (4.22 g) was prepared by following General Procedure E starting from {[1-methyl-2-(6-trifluoromethyl-benzothiazol-2-ylamino)-1H-benzoimidazole-5-carbonyl]-amino}-acetic acid methyl ester (5.0 g) and lithium hydroxide (1.81 g). Starting materials: CC(=O)OCC(=O)Cl, Cc1ncccc1Oc1cc(Sc2ccccn2)cnc1Nc1nc(C2CCNCC2)ns1. Yields the product CC(=O)OCC(=O)N1CCC(c2nsc(Nc3ncc(Sc4ccccn4)cc3Oc3cccnc3C)n2)CC1. Reaction SMILES: [C:34]([CH3:35])(=[O:36])[O:37][CH2:38][C:39](=[O:40])[Cl:41].[CH3:1][c:2]1[n:3][cH:4][cH:5][cH:6][c:7]1[O:8][c:9]1[c:10]([NH:22][c:23]2[n:24][c:25]([CH:28]3[CH2:29][CH2:30][NH:31][CH2:32][CH2:33]3)[n:26][s:27]2)[n:11][cH:12][c:13]([S:15][c:16]2[n:17][cH:18][cH:19][cH:20][cH:21]2)[cH:14]1>>[CH3:1][c:2]1[n:3][cH:4][cH:5][cH:6][c:7]1[O:8][c:9]1[c:10]([NH:22][c:23]2[n:24][c:25]([CH:28]3[CH2:29][CH2:30][N:31]([C:39]([CH2:38][O:37][C:34]([CH3:35])=[O:36])=[O:40])[CH2:32][CH2:33]3)[n:26][s:27]2)[n:11][cH:12][c:13]([S:15][c:16]2[n:17][cH:18][cH:19][cH:20][cH:21]2)[cH:14]1. The reactants are C1(=CC=CC=C1)C(CC=C)C1=CC=CC=C1 (4,4-diphenyl-1-butene), ClC1=CC(=CC=C1)C(=O)OO (m-chloroperbenzoic acid), crude product. Run in C(Cl)(Cl)Cl (chloroform), C(Cl)(Cl)Cl (chloroform). Conditions: temperature 25 celsius, time 4 hour. The product is O1CC1CC(C1=CC=CC=C1)C1=CC=CC=C1 (1,2-epoxy-4,4-diphenyl-butane). As a reaction SMILES: [C:1]1([CH:7]([C:11]2[CH:16]=[CH:15][CH:14]=[CH:13][CH:12]=2)[CH2:8][CH:9]=[CH2:10])[CH:6]=[CH:5][CH:4]=[CH:3][CH:2]=1.ClC1C=CC=C(C(OO)=[O:25])C=1>C(Cl)(Cl)Cl>[O:25]1[CH:9]([CH2:8][CH:7]([C:11]2[CH:12]=[CH:13][CH:14]=[CH:15][CH:16]=2)[C:1]2[CH:6]=[CH:5][CH:4]=[CH:3][CH:2]=2)[CH2:10]1. Procedure: A solution of 96.2 g. of 4,4-diphenyl-1-butene dissolved in 400 ml. of chloroform was added dropwise over one hour to a cold (0° C) suspension of 110.0 g. of m-chloroperbenzoic acid in 700 ml. of chloroform. The reaction mixture was warmed to about 25° C. and stirred for four hours. The reaction mixture was then washed with aqueous 2N sodium hydroxide solution, with water, and dried. Evaporation of the solvent under reduced pressure provided 158.3 g. of a yellow oil as the crude product. The oil...